From a dataset of the Open Reaction Database (ORD), a public repository of structured organic reaction records. describe an organic reaction: reactants, conditions, products, and yield The reactants are C(C)(C)(C)OC(=O)N1CC2=C(N=C(N=C2)C(F)(F)F)CC1 (6-(tert-Butoxycarbonyl)-2-(trifluoromethyl)-5,6,7,8-tetrahydropyrido[4,3-d]pyrimidine), FC(C(=O)O)(F)F (trifluoroacetic acid), Intermediate 28. Solvent: ClCCl (dichloromethane). Yields the product FC(C=1N=CC2=C(N1)CCNC2)(F)F (2-(Trifluoromethyl)-5,6,7,8-tetrahydropyrido[4,3-d]pyrimidine). As a reaction SMILES: C(OC([N:8]1[CH2:21][CH2:20][C:11]2[N:12]=[C:13]([C:16]([F:19])([F:18])[F:17])[N:14]=[CH:15][C:10]=2[CH2:9]1)=O)(C)(C)C.FC(F)(F)C(O)=O>ClCCl>[F:19][C:16]([F:17])([F:18])[C:13]1[N:14]=[CH:15][C:10]2[CH2:9][NH:8][CH2:21][CH2:20][C:11]=2[N:12]=1. Procedure details: Reaction of the product from Step A above with trifluoroacetic acid in dichloromethane according to the procedure outlined for Intermediate 28, Step C afforded the title compound as a white powder. LC/MS 204.0 (M+1). The reactants are ClC1=C(C=CC=C1)O (2-chlorophenol), BrC[C@H](CCl)C ((2S)-1-bromo-3-chloro-2-methylpropane). Product: ClC1=C(C=CC=C1)OC[C@H](CCl)C (1-CHLORO-2-{[(2R)-3-CHLORO-2-METHYLPROPYL]OXY}BENZENE). RXN SMILES: [Cl:1][C:2]1[CH:7]=[CH:6][CH:5]=[CH:4][C:3]=1[OH:8].Br[CH2:10][C@@H:11]([CH3:14])[CH2:12][Cl:13]>>[Cl:1][C:2]1[CH:7]=[CH:6][CH:5]=[CH:4][C:3]=1[O:8][CH2:10][C@@H:11]([CH3:14])[CH2:12][Cl:13]. Procedure: Prepared by Procedure U and Scheme AK using 2-chlorophenol and (2S)-1-bromo-3-chloro-2-methylpropane.